This data is from the Open Reaction Database (ORD), a public repository of structured organic reaction records. The task is: describe an organic reaction: reactants, conditions, products, and yield The reactants are C(C)OC(C1=CC=C(C=C1)N=CC=1C=NC=CC1)=O (4-[(pyridin-3-ylmethylene)-amino]-benzoic acid ethyl ester), O.[O-]S(=O)(=O)C(F)(F)F.[Yb+3].[O-]S(=O)(=O)C(F)(F)F.[O-]S(=O)(=O)C(F)(F)F (Ytterbium(III) triflate hydrate), C(C(C)C)=O (isobutyraldehyde), O (water). Run in O1CCCC1 (tetrahydrofuran). Run at temperature 25 celsius, time 16 hour. The product is C(C)OC(=O)C=1C=C2C(C(C(NC2=CC1)C=1C=NC=CC1)(C)C)O (4-hydroxy-3,3-dimethyl-2-pyridin-3-yl-1,2,3,4-tetrahydro-quinoline-6-carboxylic acid ethyl ester). Isolated yield 99.9%. As a reaction SMILES: [CH2:1]([O:3][C:4](=[O:19])[C:5]1[CH:10]=[CH:9][C:8]([N:11]=[CH:12][C:13]2[CH:14]=[N:15][CH:16]=[CH:17][CH:18]=2)=[CH:7][CH:6]=1)[CH3:2].O.[O-]S(C(F)(F)F)(=O)=O.[Yb+3].[O-]S(C(F)(F)F)(=O)=O.[O-]S(C(F)(F)F)(=O)=O.[CH:46](=[O:50])[CH:47]([CH3:49])[CH3:48].O>O1CCCC1>[CH2:1]([O:3][C:4]([C:5]1[CH:10]=[C:9]2[C:8](=[CH:7][CH:6]=1)[NH:11][CH:12]([C:13]1[CH:14]=[N:15][CH:16]=[CH:17][CH:18]=1)[C:47]([CH3:49])([CH3:48])[CH:46]2[OH:50])=[O:19])[CH3:2] |f:1.2.3.4.5|. Procedure: To a mixture of 4-[(pyridin-3-ylmethylene)-amino]-benzoic acid ethyl ester (51 g, 200 mmol) and Ytterbium(III) triflate hydrate (12.4 g, 20 mmol) in dry tetrahydrofuran (200 mL) at 25° C. was added isobutyraldehyde (18.2 mL, 200 mmol) and water (3.6 mL, 200 mmol) dropwise. The reaction mixture was stirred at 25° C. for 16 h. Then the reaction mixture was concentrated in vacuo and the residue was extracted with ethyl acetate (2×200 mL), washed with brine, dried over anhydrous sodium sulfate and c... As a reaction SMILES: [NH2:1][C:2]1[CH:3]=[CH:4][C:5]([F:19])=[C:6]([C@:8]2([CH3:18])[C:14]([F:16])([F:15])[CH2:13][O:12][CH2:11][C:10]([NH2:17])=[N:9]2)[CH:7]=1.[F:20][CH:21]([F:33])[CH2:22][O:23][C:24]1[N:25]=[CH:26][C:27]([C:30]([OH:32])=[O:31])=[N:28][CH:29]=1>>[CH:30]([OH:32])=[O:31].[NH2:17][C:10]1[CH2:11][O:12][CH2:13][C:14]([F:15])([F:16])[C@:8]([C:6]2[CH:7]=[C:2]([NH:1][C:30]([C:27]3[CH:26]=[N:25][C:24]([O:23][CH2:22][CH:21]([F:33])[F:20])=[CH:29][N:28]=3)=[O:31])[CH:3]=[CH:4][C:5]=2[F:19])([CH3:18])[N:9]=1 |f:2.3|. Product: C(=O)O.NC=1COCC([C@@](N1)(C)C=1C=C(C=CC1F)NC(=O)C1=NC=C(N=C1)OCC(F)F)(F)F ((R)-N-(3-(3-Amino-6,6-difluoro-5-methyl-2,5,6,7-tetrahydro-1,4-oxazepin-5-yl)-4-fluorophenyl)-5-(2,2-difluoroethoxy)pyrazine-2-carboxamide formate). Reactants: NC=1C=CC(=C(C1)[C@]1(N=C(COCC1(F)F)N)C)F ((R)-5-(5-amino-2-fluorophenyl)-6,6-difluoro-5-methyl-2,5,6,7-tetrahydro-1,4-oxazepin-3-amine), FC(COC=1N=CC(=NC1)C(=O)O)F (5-(2,2-difluoro-ethoxy) -pyrazine-2-carboxylic acid). Reported procedure: The coupling of (R)-5-(5-amino-2-fluorophenyl)-6,6-difluoro-5-methyl-2,5,6,7-tetrahydro-1,4-oxazepin-3-amine (intermediate A10A) and 5-(2,2-difluoro-ethoxy) -pyrazine-2-carboxylic acid (prepared according to Suzuki, Y. et al., Int. Patent Application Publ. No. WO2009091016) yielded the title compound as a light yellow solid. MS (ISP): m/z=460.1 [M+H]+. Starting materials: C(C)(C)(C)OC(CN1C(=NC2=C1C=CC(=C2)NS(=O)(=O)C2=CC=C(C=C2)F)CCC)=O ([5-(4-Fluoro-benzenesulfonylamino)-2-propyl-benzoimidazol-1-yl]-acetic acid tert-butyl ester), C(=O)([O-])[O-].[K+].[K+] (K2CO3), C(C)OC(CBr)=O (bromo-acetic acid ethyl ester), C(=O)([O-])[O-].[K+].[K+] (K2CO3), C(C)OC(CBr)=O (bromo-acetic acid ethyl ester). The solvent is CN(C)C=O (DMF). Run at time 8 hour. Product: C(C)(C)(C)OC(CN1C(=NC2=C1C=CC(=C2)N(S(=O)(=O)C2=CC=C(C=C2)F)CC(=O)OCC)CCC)=O ({5-[Ethoxycarbonylmethyl-(4-fluoro-benzenesulfonyl)-amino]-2-propyl-benzoimidazol-1-yl}-acetic acid tert-butyl ester). RXN SMILES: [C:1]([O:5][C:6](=[O:31])[CH2:7][N:8]1[C:12]2[CH:13]=[CH:14][C:15]([NH:17][S:18]([C:21]3[CH:26]=[CH:25][C:24]([F:27])=[CH:23][CH:22]=3)(=[O:20])=[O:19])=[CH:16][C:11]=2[N:10]=[C:9]1[CH2:28][CH2:29][CH3:30])([CH3:4])([CH3:3])[CH3:2].C([O-])([O-])=O.[K+].[K+].[CH2:38]([O:40][C:41](=[O:44])[CH2:42]Br)[CH3:39]>CN(C=O)C>[C:1]([O:5][C:6](=[O:31])[CH2:7][N:8]1[C:12]2[CH:13]=[CH:14][C:15]([N:17]([CH2:42][C:41]([O:40][CH2:38][CH3:39])=[O:44])[S:18]([C:21]3[CH:22]=[CH:23][C:24]([F:27])=[CH:25][CH:26]=3)(=[O:19])=[O:20])=[CH:16][C:11]=2[N:10]=[C:9]1[CH2:28][CH2:29][CH3:30])([CH3:4])([CH3:3])[CH3:2] |f:1.2.3|. Procedure details: The product from example 1, step d.) (50 mg, 0.111 mmol) was dissolved in DMF (1 mL), treated with K2CO3 (23 mg, 0.167 mmol), bromo-acetic acid ethyl ester (25 uL, 0.133 mmol), and stirred at ambient temperature overnight. The reaction was heated to 50° C. for 2 hours, then more K2CO3 (23 mg, 0.167 mmol) and bromo-acetic acid ethyl ester (25 uL, 0.133 mmol) were added and the reaction was heated to 80° C. for three hours. The reaction mixture was cooled to room temperature and partitioned betwee... Starting materials: O=C1CCC(=O)N1Br, ClC(Cl)(Cl)Cl, Cc1ccc(-c2ccccc2[N+](=O)[O-])cc1, [I-], [K+], CC(C)(C#N)N=NC(C)(C)C#N. Product: O=[N+]([O-])c1ccccc1-c1ccc(CBr)cc1. Reaction SMILES: [Br:17][N:18]1[C:19](=[O:20])[CH2:21][CH2:22][C:23]1=[O:24].[C:39]([Cl:40])([Cl:41])([Cl:42])[Cl:43].[CH3:1][c:2]1[cH:3][cH:4][c:5](-[c:8]2[c:9]([N+:14](=[O:15])[O-:16])[cH:10][cH:11][cH:12][cH:13]2)[cH:6][cH:7]1.[I-:38].[K+:37].[N:25]#[C:26][C:27]([N:28]=[N:29][C:30]([C:31]#[N:32])([CH3:33])[CH3:34])([CH3:35])[CH3:36]>>[CH2:1]([c:2]1[cH:3][cH:4][c:5](-[c:8]2[c:9]([N+:14](=[O:15])[O-:16])[cH:10][cH:11][cH:12][cH:13]2)[cH:6][cH:7]1)[Br:17]. Starting materials: Cc1csc(Nc2ncc(Br)cc2Sc2ccccc2)n1, C1CCOC1, [Cl-], Cl, [Li]C, [Li]CCCC, [NH4+], O=CC1CCOCC1. The product is Cl, Cc1csc(Nc2ncc(C(O)C3CCOCC3)cc2Sc2ccccc2)n1. RXN SMILES: [Br:1][c:2]1[cH:3][c:4]([S:15][c:16]2[cH:17][cH:18][cH:19][cH:20][cH:21]2)[c:5]([NH:8][c:9]2[s:10][cH:11][c:12]([CH3:14])[n:13]2)[n:6][cH:7]1.[CH2:40]1[O:41][CH2:42][CH2:43][CH2:44]1.[Cl-:37].[ClH:39].[Li:22][CH3:23].[Li:24][CH2:25][CH2:26][CH2:27][CH3:28].[NH4+:38].[O:29]1[CH2:30][CH2:31][CH:32]([CH:35]=[O:36])[CH2:33][CH2:34]1>>[ClH:37].[c:2]1([CH:35]([CH:32]2[CH2:31][CH2:30][O:29][CH2:34][CH2:33]2)[OH:36])[cH:3][c:4]([S:15][c:16]2[cH:17][cH:18][cH:19][cH:20][cH:21]2)[c:5]([NH:8][c:9]2[s:10][cH:11][c:12]([CH3:14])[n:13]2)[n:6][cH:7]1. Reactants: C(C=C)ON(C(C(=O)NC(C)(C)C)(C)C)C(C)(C)C (N-allyloxy-tert-butyl-(dimethyl-tert-butylaminocarbonyl-methyl)-amine), C(C)(C)(C)N(O)C(C(=O)NC(C)(C)C)(C)C (tert-butyl-(dimethyl-tert-butylaminocarbonyl-methyl)-hydroxylamine), C(C(C)=C)Cl (methallylchloride). The product is C(C(C)=C)ON(C(C(=O)NC(C)(C)C)(C)C)C(C)(C)C (N-methallyloxy-tert-butyl-(dimethyl-tert-butylaminocarbonyl-methyl)-amine). Isolated yield 84.0%. RXN SMILES: [CH2:1]([O:4][N:5]([C:16]([CH3:19])([CH3:18])[CH3:17])[C:6]([CH3:15])([CH3:14])[C:7]([NH:9][C:10]([CH3:13])([CH3:12])[CH3:11])=[O:8])[CH:2]=[CH2:3].[C:20](N(C(C)(C)C(NC(C)(C)C)=O)O)(C)(C)C.C(Cl)C(=C)C>>[CH2:1]([O:4][N:5]([C:16]([CH3:19])([CH3:18])[CH3:17])[C:6]([CH3:15])([CH3:14])[C:7]([NH:9][C:10]([CH3:13])([CH3:12])[CH3:11])=[O:8])[C:2](=[CH2:20])[CH3:3]. Procedure: The compound is prepared in analogy to compound (204) from tert-butyl-(dimethyl-tert-butylaminocarbonyl-methyl)-hydroxylamine and methallylchloride in 84% yield as colorless oil. Reactants: C#CC(CCCCC)Oc1cccc(F)c1F, COC(C)(C)C, CCN(CC)c1ccccc1. Product: CCCCCC1C=Cc2ccc(F)c(F)c2O1. As a reaction SMILES: [C:1](#[CH:2])[CH:3]([CH2:4][CH2:5][CH2:6][CH2:7][CH3:8])[O:9][c:10]1[c:11]([F:17])[c:12]([F:16])[cH:13][cH:14][cH:15]1.[C:29]([O:30][CH3:31])([CH3:32])([CH3:33])[CH3:34].[CH2:18]([N:19]([CH2:20][CH3:21])[c:22]1[cH:23][cH:24][cH:25][cH:26][cH:27]1)[CH3:28]>>[CH:1]1=[CH:2][c:15]2[c:10]([c:11]([F:17])[c:12]([F:16])[cH:13][cH:14]2)[O:9][CH:3]1[CH2:4][CH2:5][CH2:6][CH2:7][CH3:8].